The task is: describe an organic reaction: reactants, conditions, products, and yield. This data is from the Open Reaction Database (ORD), a public repository of structured organic reaction records. Starting materials: CN (methylamine), C(CC)N(CCC)CC1=NC(=NO1)CN1C(C2=CC=CC=C2C1=O)=O (2-(5-dipropylaminomethyl-1,2,4-oxadiazol-3-ylmethyl)-2,3-dihydro-1H-isoindol-1,3-dione). Run in C(C)O (ethanol). Run at time 1.5 hour. The product is NCC1=NOC(=N1)CN(CCC)CCC ((3-aminomethyl-1,2,4-oxadiazol-5-ylmethyl)-dipropyl-amine). Isolated yield 66.2%. As a reaction SMILES: CN.[CH2:3]([N:6]([CH2:10][C:11]1[O:15][N:14]=[C:13]([CH2:16][N:17]2C(=O)C3C(=CC=CC=3)C2=O)[N:12]=1)[CH2:7][CH2:8][CH3:9])[CH2:4][CH3:5]>C(O)C>[NH2:17][CH2:16][C:13]1[N:12]=[C:11]([CH2:10][N:6]([CH2:7][CH2:8][CH3:9])[CH2:3][CH2:4][CH3:5])[O:15][N:14]=1. Procedure: 400 ml of methylamine (33% in ethanol) were added dropwise to a solution of 38 g (111 mmol) of 2-(5-dipropylaminomethyl-1,2,4-oxadiazol-3-ylmethyl)-2,3-dihydro-1H-isoindol-1,3-dione in 300 ml of ethanol. The mixture was stirred at 70° for 1.5 hours and subsequently evaporated. The residue was triturated in methylene chloride and filtered off. The filtrate was concentrated and chromatographed (silica gel, methylene chloride/methanol 19:1). There were obtained 15.6 g (66%) of (3-aminomethyl-1,2,4-... Starting materials: [H][H] (hydrogen), C(C1=CC=CC=C1)O[C@@H]1[C@H]2COC([C@@H](C1)OC)(O2)CC ((1R,2S,4R)-2-benzyloxy-5-ethyl-4-methoxy-6,8-dioxabicyclo[3.2.1]octane), C(C)(=O)O (acetic acid). The reagents and catalysts are [Pd] (palladium). The solvent is C(C)O (ethanol). The product is C(C)C12[C@@H](C[C@@H]([C@@H](CO1)O2)O)OC ((1R,2S,4R)-5-Ethyl-2-hydroxy-4-methoxy-6,8-dioxabicyclo[3.2.1]octane). Reaction SMILES: C([O:8][C@H:9]1[CH2:15][C@@H:14]([O:16][CH3:17])[C:13]2([CH2:19][CH3:20])[O:18][C@@H:10]1[CH2:11][O:12]2)C1C=CC=CC=1.C(O)(=O)C.[H][H]>C(O)C.[Pd]>[CH2:19]([C:13]12[O:18][C@H:10]([CH2:11][O:12]1)[C@@H:9]([OH:8])[CH2:15][C@H:14]2[O:16][CH3:17])[CH3:20]. Procedure: A solution of (1R,2S,4R)-2-benzyloxy-5-ethyl-4-methoxy-6,8-dioxabicyclo[3.2.1]octane (see Example 15.2) (3.4 g) in absolute ethanol (150 ml) containing acetic acid (2 ml) and 5% palladium on barium sulphate (1 g) was shaken in a hydrogen atmosphere at 40 p.s.i for 24 h, and then the solution was filtered and the solvent was removed. Chromatography of the residue on silica gel gave the title alcohol; m.p. 52°-53° C.; [α]D -97.1°; 13C nmr data: 108.2 (C-5), 78.7 and 78.0 (C-1 and C-4), 66.9 (C-2),... Starting materials: C1CCOC1, CC1(C#N)CCC2(CC1)OCCO2, Cl, [Na+], [OH-]. Product: CC1(C#N)CCC(=O)CC1. As a reaction SMILES: [CH2:16]1[O:17][CH2:18][CH2:19][CH2:20]1.[CH3:1][C:2]1([C:12]#[N:13])[CH2:3][CH2:4][C:5]2([O:6][CH2:9][CH2:8][O:7]2)[CH2:10][CH2:11]1.[ClH:21].[Na+:15].[OH-:14]>>[CH3:1][C:2]1([C:12]#[N:13])[CH2:3][CH2:4][C:5](=[O:6])[CH2:10][CH2:11]1. The product is OC=C(C(=O)OC)C1=C(N=C(S1)C(C)C)\C=C\C1=CC=CC=C1 (Methyl α-(hydroxy methylene)-2-isopropyl-4-[(E)-styryl]-5-thiazolacetate). Procedure: 2 g of the enamine of Step F, 20 ml of tetrahydrofuran and 5 ml of a 2N hydrochloric acid solution were mixed together under nitrogen and left for 5 hours at 20° to 21° C. The tetrahydrofuran was evaporated off and the product was used as is for the following step. Reaction conditions: time 5 hour. Reactants: CN(C)C=C(C(=O)OC)C1=C(N=C(S1)C(C)C)\C=C\C1=CC=CC=C1 (Methyl α-[(dimethylamino)-methylene]-2-isopropyl-4-[(E)-styryl]-5-thiazolacetate), Cl (hydrochloric acid), O1CCCC1 (tetrahydrofuran). Reaction SMILES: CN([CH:4]=[C:5]([C:10]1[S:14][C:13]([CH:15]([CH3:17])[CH3:16])=[N:12][C:11]=1/[CH:18]=[CH:19]/[C:20]1[CH:25]=[CH:24][CH:23]=[CH:22][CH:21]=1)[C:6]([O:8][CH3:9])=[O:7])C.Cl.[O:27]1CCCC1>>[OH:27][CH:4]=[C:5]([C:10]1[S:14][C:13]([CH:15]([CH3:17])[CH3:16])=[N:12][C:11]=1/[CH:18]=[CH:19]/[C:20]1[CH:25]=[CH:24][CH:23]=[CH:22][CH:21]=1)[C:6]([O:8][CH3:9])=[O:7]. The product is C(C)(C)C1=C(C(=CC(=C1)O)C(C)C)NC(OC1=CC=CC=C1)=O (phenyl N-(2,6-diisopropyl-4-hydroxyphenyl)carbamate). Starting materials: NC1=C(C=C(C=C1C(C)C)O)C(C)C (4-amino-3,5-diisopropylphenol), CN(C1=CC=CC=C1)C (N,N-dimethylaniline), ClC(=O)OC1=CC=CC=C1 (phenyl chloroformate). Run in ClCCl (dichloromethane), ClCCl (dichloromethane), O (water). Yield: 76.9%. Reaction SMILES: [NH2:1][C:2]1[C:7]([CH:8]([CH3:10])[CH3:9])=[CH:6][C:5]([OH:11])=[CH:4][C:3]=1[CH:12]([CH3:14])[CH3:13].CN(C)C1C=CC=CC=1.Cl[C:25]([O:27][C:28]1[CH:33]=[CH:32][CH:31]=[CH:30][CH:29]=1)=[O:26]>ClCCl.O>[CH:12]([C:3]1[CH:4]=[C:5]([OH:11])[CH:6]=[C:7]([CH:8]([CH3:9])[CH3:10])[C:2]=1[NH:1][C:25](=[O:26])[O:27][C:28]1[CH:33]=[CH:32][CH:31]=[CH:30][CH:29]=1)([CH3:14])[CH3:13]. Reported procedure: To a solution of 4-amino-3,5-diisopropylphenol (1.02 g, 5.27 mmol) in dichloromethane (10 ml) was added N,N-dimethylaniline (770 mg, 6.34 mmol), then a solution of phenyl chloroformate (910 mg, 5.81 mmol) in dichloromethane (2 ml) was dropped thereinto with ice-cooling and stirring, and the mixture was stirred for 30 minutes. The reaction solution was diluted with water and extracted with dichloromethane. The organic layer was washed with a saturated sodium chloride solution, dried over anhydrou... The reactants are ClC=1C=C(C(=CC1[N+](=O)[O-])COC)C(=O)N (4-chloro-α-methoxy-5-nitro-o-toluamide). Solvent: P(=O)(Cl)(Cl)Cl (phosphorus oxychloride). Yields the product ClC=1C=C(C(=CC1[N+](=O)[O-])COC)C#N (4-Chloro-α-methoxy-5-nitro-o-tolunitrile). Reaction SMILES: [Cl:1][C:2]1[CH:3]=[C:4]([C:14]([NH2:16])=O)[C:5]([CH2:11][O:12][CH3:13])=[CH:6][C:7]=1[N+:8]([O-:10])=[O:9]>P(Cl)(Cl)(Cl)=O>[Cl:1][C:2]1[CH:3]=[C:4]([C:14]#[N:16])[C:5]([CH2:11][O:12][CH3:13])=[CH:6][C:7]=1[N+:8]([O-:10])=[O:9]. Reported procedure: A sample of 4-chloro-α-methoxy-5-nitro-o-toluamide (0.8 g) is added to phosphorus oxychloride (10 ml) and the slurry gradually heated to reflux. After about 10 minutes at reflux, all the solid has dissolved giving a clear yellow solution. The solution is concentrated in vacuo and the crude residue is portioned between ether and water. The ether layer is separated and dried. Removal of the drying agent and concentration of the filtate in vacuo leaves a crude solid (0.7 g.) with mp 57°-59°.